Dataset: the Open Reaction Database (ORD), a public repository of structured organic reaction records. Task: describe an organic reaction: reactants, conditions, products, and yield Reactants: Cl (hydrochloric acid), [Cl-].[Al+3].[Cl-].[Cl-] (Aluminum chloride), [N-]=[N+]=[N-].[Na+] (Sodium azide), C(#N)C(C(=O)OCC)=CNC1=NC=CC=2CCCCC12 (Ethyl 2-cyano-3-(5,6,7,8-tetrahydro-1-isoquinolylamino)-acrylate). Solvent: O1CCCC1 (tetrahydrofuran), O (water). The product is N1N=NN=C1C1=CN=C2N(C=CC=3CCCCC23)C1=O (8,9,10,11-Tetrahydro-3-(1H-tetrazol-5-yl)-4H-pyrimido-[2,1-a]isoquinol-4-one). The yield is 19.0%. As a reaction SMILES: [Cl-].[Al+3].[Cl-].[Cl-].[N-:5]=[N+:6]=[N-:7].[Na+].[C:9]([C:11](=[CH:17][NH:18][C:19]1[C:28]2[CH2:27][CH2:26][CH2:25][CH2:24][C:23]=2[CH:22]=[CH:21][N:20]=1)[C:12](OCC)=[O:13])#[N:10].Cl>O.O1CCCC1>[NH:5]1[C:9]([C:11]2[C:12](=[O:13])[N:20]3[CH:21]=[CH:22][C:23]4[CH2:24][CH2:25][CH2:26][CH2:27][C:28]=4[C:19]3=[N:18][CH:17]=2)=[N:10][N:7]=[N:6]1 |f:0.1.2.3,4.5|. Procedure details: Aluminum chloride (2.05 g., 0.0154 mole) was added to cold (-30° C.) tetrahydrofuran (75 ml.). Sodium azide was added and the mixture heated under reflux for 40 minutes. Ethyl 2-cyano-3-(5,6,7,8-tetrahydro-1-isoquinolylamino)-acrylate (3.33 g., 0.0123 mole) was added and the mixture heated under reflux for 20 hours. The cooled mixture was diluted with water (100 ml.) and acidified with concentrated hydrochloric acid. The precipitate was collected, washed with water, dried and recrystallized from... Starting materials: C(C)(C)C=1C=C(C=O)C=C(C1OC)C(C)C (3,5-Diisopropyl-4-methoxybenzaldehyde), C(C1=CC=CC=C1)(=O)NC1=CC=C2CC(NC2=C1)=O (6-benzamido-2-oxindole). The product is C(C)(C)C=1C=C(C=C2C(NC3=CC(=CC=C23)NC(C2=CC=CC=C2)=O)=O)C=C(C1OC)C(C)C (N-[3-(3,5-diisopropyl-4-methoxybenzylidene)-2-oxo-2,3-dihydro-1H-indol-6-yl]-benzamide). As a reaction SMILES: [CH:1]([C:4]1[CH:5]=[C:6]([CH:9]=[C:10]([CH:14]([CH3:16])[CH3:15])[C:11]=1[O:12][CH3:13])[CH:7]=O)([CH3:3])[CH3:2].[C:17]([NH:25][C:26]1[CH:34]=[C:33]2[C:29]([CH2:30][C:31](=[O:35])[NH:32]2)=[CH:28][CH:27]=1)(=[O:24])[C:18]1[CH:23]=[CH:22][CH:21]=[CH:20][CH:19]=1>>[CH:1]([C:4]1[CH:5]=[C:6]([CH:9]=[C:10]([CH:14]([CH3:16])[CH3:15])[C:11]=1[O:12][CH3:13])[CH:7]=[C:30]1[C:29]2[C:33](=[CH:34][C:26]([NH:25][C:17](=[O:24])[C:18]3[CH:23]=[CH:22][CH:21]=[CH:20][CH:19]=3)=[CH:27][CH:28]=2)[NH:32][C:31]1=[O:35])([CH3:3])[CH3:2]. Procedure details: 3,5-Diisopropyl-4-methoxybenzaldehyde was condensed with 6-benzamido-2-oxindole to give 0.4 g of N-[3-(3,5-diisopropyl-4-methoxybenzylidene)-2-oxo-2,3-dihydro-1H-indol-6-yl]-benzamide as a yellow-orange solid. Starting materials: COc1ccc2cc(C=O)ccc2c1Br, ClCCl, CN, CCO, [Mg+2], O=S(=O)([O-])[O-]. The product is CN=Cc1ccc2c(Br)c(OC)ccc2c1. RXN SMILES: [Br:3][c:4]1[c:5]2[cH:6][cH:7][c:8]([CH:16]=[O:17])[cH:9][c:10]2[cH:11][cH:12][c:13]1[O:14][CH3:15].[CH2:27]([Cl:28])[Cl:29].[CH3:1][NH2:2].[CH3:24][CH2:25][OH:26].[Mg+2:18].[O-:19][S:20]([O-:21])(=[O:22])=[O:23]>>[CH3:1][N:2]=[CH:16][c:8]1[cH:7][cH:6][c:5]2[c:4]([Br:3])[c:13]([O:14][CH3:15])[cH:12][cH:11][c:10]2[cH:9]1. The reactants are OCC=1C=C(CN2C3=NC(=NC(=C3N=C2O)N)OCCOC)C=CC1 (9-(3-(hydroxymethyl)benzyl)-6-amino-2-(2-methoxyethoxy)-9H-purin-8-ol), P(Br)(Br)Br (phosphorus tribromide). The solvent is C1CCOC1 (THF). Conditions: time 5 minute. Yields the product BrCC=1C=C(CN2C3=NC(=NC(=C3N=C2O)N)OCCOC)C=CC1 (9-(3-(bromomethyl)benzyl)-6-amino-2-(2-methoxyethoxy)-9H-purin-8-ol). RXN SMILES: O[CH2:2][C:3]1[CH:4]=[C:5]([CH:23]=[CH:24][CH:25]=1)[CH2:6][N:7]1[C:15]([OH:16])=[N:14][C:13]2[C:8]1=[N:9][C:10]([O:18][CH2:19][CH2:20][O:21][CH3:22])=[N:11][C:12]=2[NH2:17].P(Br)(Br)[Br:27]>C1COCC1>[Br:27][CH2:2][C:3]1[CH:4]=[C:5]([CH:23]=[CH:24][CH:25]=1)[CH2:6][N:7]1[C:15]([OH:16])=[N:14][C:13]2[C:8]1=[N:9][C:10]([O:18][CH2:19][CH2:20][O:21][CH3:22])=[N:11][C:12]=2[NH2:17]. Procedure details: To a solution of Compound (8) (51.4 mg, 0.148 mmol) in THF (2 mL) was added phosphorus tribromide (0.2 mL). The reaction mixture was allowed to stir at room temperature for 5 minutes then quenched with saturated sodium bicarbonate solution and extracted with dichloromethane. The combined organic layers were dried over NaSO3 and evaporated to give Compound (9) as a white solid. The crude mixture was used in the next step without further purification. The identity of the product was verified by LC... Reactants: O1C2C13C(C[C@H]1[C@@H]4CCC([C@@]4(C)CC[C@@H]1[C@]3(C=CC2=O)C)=O)=C (4,5-epoxy-6-methylenandrost-1-ene-3,17-dione), Cl (hydrogen chloride). Solvent: C(C)(=O)O (acetic acid). The product is ClC1=C2C(C[C@H]3[C@@H]4CCC([C@@]4(C)CC[C@@H]3[C@]2(C=CC1=O)C)=O)=C (4-chloro-6-methylenandrosta-1,4-diene-3,17-dione). Reaction SMILES: O1[C:3]23[C@:16]([CH3:21])([CH:17]=[CH:18][C:19](=[O:20])[CH:2]12)[C@@H:15]1[C@H:6]([C@H:7]2[C@@:11]([CH2:13][CH2:14]1)([CH3:12])[C:10](=[O:22])[CH2:9][CH2:8]2)[CH2:5][C:4]3=[CH2:23].[ClH:24]>C(O)(=O)C>[Cl:24][C:2]1[C:19](=[O:20])[CH:18]=[CH:17][C@@:16]2([CH3:21])[C:3]=1[C:4](=[CH2:23])[CH2:5][C@@H:6]1[C@@H:15]2[CH2:14][CH2:13][C@@:11]2([CH3:12])[C@H:7]1[CH2:8][CH2:9][C:10]2=[O:22]. Procedure: A solution of 4,5-epoxy-6-methylenandrost-1-ene-3,17-dione (1.0 g) in glacial acetic acid (10 ml) was treated with gaseous hydrogen chloride for 30 min at room temperature The precipitate was filtered off, washed with diethyl ether, dried and chromatographed on silica gel using hexane/ethyl acetate to yield 0.8 g of pure 4-chloro-6-methylenandrosta-1,4-diene-3,17-dione.